This data is from the Open Reaction Database (ORD), a public repository of structured organic reaction records. The task is: describe an organic reaction: reactants, conditions, products, and yield Starting materials: N1C=C(C2=CC=CC=C12)C1CCC(CC1)=O (4-(1H-3-Indolyl)-cyclohexanone), O1CCOC12CCC(CC2)C2=C(NC1=CC=CC=C21)C (3-(1,4-dioxa-spiro[4,5]dec-8-yl)-2-methyl-1H-indole). Product: CC=1NC2=CC=CC=C2C1C1CCC(CC1)=O (4-(2-Methyl-1H-3-indolyl)-cyclohexanone). Yield: 87.9%. RXN SMILES: N1C2C(=CC=CC=2)C(C2CCC(=O)CC2)=C1.O1[C:21]2([CH2:26][CH2:25][CH:24]([C:27]3[C:35]4[C:30](=[CH:31][CH:32]=[CH:33][CH:34]=4)[NH:29][C:28]=3[CH3:36])[CH2:23][CH2:22]2)[O:20]CC1>>[CH3:36][C:28]1[NH:29][C:30]2[C:35]([C:27]=1[CH:24]1[CH2:25][CH2:26][C:21](=[O:20])[CH2:22][CH2:23]1)=[CH:34][CH:33]=[CH:32][CH:31]=2. Procedure: This compound was prepared in the manner described above for intermediate 3a by replacing 3-(1,4-dioxa-spiro[4,5]dec-8-yl)-1H-indole with 3-(1,4-dioxa-spiro[4,5]dec-8-yl)-2-methyl-1H-indole (2.2 g) to afford 1.62 g (88%) of the title compound as a yellow thick oil: MS EI m/e 227 (M+). The reactants are COC(=O)C(O)=CC(=O)c1cn(Cc2ccccc2)cc(Cc2ccccc2)c1=O, CCOCC, C1CCOC1, [Na+], [OH-]. Yields the product O=C(O)C(O)=CC(=O)c1cn(Cc2ccccc2)cc(Cc2ccccc2)c1=O. Reaction SMILES: [CH2:1]([c:2]1[cH:3][cH:4][cH:5][cH:6][cH:7]1)[n:8]1[cH:9][c:10]([C:22]([CH:23]=[C:24]([C:25](=[O:26])[O:27][CH3:28])[OH:29])=[O:30])[c:11](=[O:21])[c:12]([CH2:14][c:15]2[cH:16][cH:17][cH:18][cH:19][cH:20]2)[cH:13]1.[CH2:33]([O:34][CH2:35][CH3:36])[CH3:37].[CH2:38]1[O:39][CH2:40][CH2:41][CH2:42]1.[Na+:32].[OH-:31]>>[CH2:1]([c:2]1[cH:3][cH:4][cH:5][cH:6][cH:7]1)[n:8]1[cH:9][c:10]([C:22]([CH:23]=[C:24]([C:25](=[O:26])[OH:27])[OH:29])=[O:30])[c:11](=[O:21])[c:12]([CH2:14][c:15]2[cH:16][cH:17][cH:18][cH:19][cH:20]2)[cH:13]1.